This data is from the Open Reaction Database (ORD), a public repository of structured organic reaction records. The task is: describe an organic reaction: reactants, conditions, products, and yield The reactants are O=C([O-])O, CO, CNc1ccc([N+](=O)[O-])cc1[N+](=O)[O-], [Na+], [Na+], [OH-], O. The product is CNc1ccc([N+](=O)[O-])cc1N. As a reaction SMILES: [C:15](=[O:16])([O-:17])[OH:18].[CH3:20][OH:21].[N+:1]([O-:2])(=[O:3])[c:4]1[c:5]([NH:6][CH3:7])[cH:8][cH:9][c:10]([N+:12](=[O:13])[O-:14])[cH:11]1.[Na+:19].[Na+:23].[OH-:22].[OH2:24]>>[NH2:1][c:4]1[c:5]([NH:6][CH3:7])[cH:8][cH:9][c:10]([N+:12](=[O:13])[O-:14])[cH:11]1. Reactants: CN(N=C(C1=C(C=CC=C1F)Cl)Cl)S(=O)(=O)C1=CC=C(C=C1)C (N-methyl-N-(p-toluenesulfonyl)-2-chloro-6-fluorobenzohydrazonoyl chloride), ClC1=C(C#N)C=CC(=C1)OC1=CC=CC=C1 (2-chloro-4-phenoxybenzonitrile), ClC1=C(C=CC=C1)Cl (o-dichlorobenzene). Reagents/catalysts: [Fe](Cl)(Cl)Cl (iron (III) chloride). Run in C(Cl)(Cl)Cl (chloroform). Run at temperature 140 celsius, time 1 hour. Yields the product ClC1=C(C(=CC=C1)F)C1=NN(C(=N1)C1=C(C=C(C=C1)OC1=CC=CC=C1)Cl)C (3-(2-chloro-6-fluorophenyl)-5-(2-chloro-4-phenoxyphenyl) 1-methyl-1H-1,2,4-triazole). Isolated yield 4.1%. Reaction SMILES: [CH3:1][N:2](S(C1C=CC(C)=CC=1)(=O)=O)[N:3]=[C:4](Cl)[C:5]1[C:10]([F:11])=[CH:9][CH:8]=[CH:7][C:6]=1[Cl:12].[Cl:24][C:25]1[CH:32]=[C:31]([O:33][C:34]2[CH:39]=[CH:38][CH:37]=[CH:36][CH:35]=2)[CH:30]=[CH:29][C:26]=1[C:27]#[N:28].ClC1C=CC=CC=1Cl>C(Cl)(Cl)Cl.[Fe](Cl)(Cl)Cl>[Cl:12][C:6]1[CH:7]=[CH:8][CH:9]=[C:10]([F:11])[C:5]=1[C:4]1[N:28]=[C:27]([C:26]2[CH:29]=[CH:30][C:31]([O:33][C:34]3[CH:39]=[CH:38][CH:37]=[CH:36][CH:35]=3)=[CH:32][C:25]=2[Cl:24])[N:2]([CH3:1])[N:3]=1. Procedure details: A mixture of N-methyl-N-(p-toluenesulfonyl)-2-chloro-6-fluorobenzohydrazonoyl chloride (3.30 g), 2-chloro-4-phenoxybenzonitrile (2.30 g), anhydrous iron (III) chloride (1.60 g) and o-dichlorobenzene (10 ml) is stirred at an oil bath temperature of 140° C. for 1 hour. After cooling, the reaction mixture is dissolved in chloroform (100 ml), washed with dilute hydrochrolic acid, dilute aqueous solution of sodium hydroxide and saline in this order, dried over anhydrous magnesium sulfate and concentr... Reactants: FC(C(=O)O)(F)F (Trifluoroacetic acid), C(C)OC(CN1C(NC2=C(C1)C=C(C=N2)/C=C/C(=O)OC(C)(C)C)=O)=O ((E)-tert-butyl 3-(3-(2-ethoxy-2-oxoethyl)-2-oxo-1,2,3,4-tetrahydropyrido[2,3-d]pyrimidin-6-yl)acrylate), ClCCl (dichloromethane). The product is Cl.C(C)OC(CN1C(NC2=C(C1)C=C(C=N2)/C=C/C(=O)O)=O)=O ((E)-3-(3-(2-Ethoxy-2-oxoethyl)-2-oxo-1,2,3,4-tetrahydropyrido[2,3-d]pyrimidin-6-yl)acrylic acid hydrochloride). Procedure: Trifluoroacetic acid (5 mL) was added to a solution of (E)-tert-butyl 3-(3-(2-ethoxy-2-oxoethyl)-2-oxo-1,2,3,4-tetrahydropyrido[2,3-d]pyrimidin-6-yl)acrylate (460 mg, 1.27 mmol) in dichloromethane (5 mL) at room temperature. The reaction mixture was stirred at room temperature for 30 minutes. After concentration to dryness, the residue was suspended in a solution of hydrochloric acid in dioxane 4N (10 mL). The resulting white precipitate was filtered and washed with diethyl ether to give the tit... Reaction SMILES: FC(F)(F)C(O)=O.[CH2:8]([O:10][C:11](=[O:33])[CH2:12][N:13]1[CH2:18][C:17]2[CH:19]=[C:20](/[CH:23]=[CH:24]/[C:25]([O:27]C(C)(C)C)=[O:26])[CH:21]=[N:22][C:16]=2[NH:15][C:14]1=[O:32])[CH3:9].[Cl:34]CCl>>[ClH:34].[CH2:8]([O:10][C:11](=[O:33])[CH2:12][N:13]1[CH2:18][C:17]2[CH:19]=[C:20](/[CH:23]=[CH:24]/[C:25]([OH:27])=[O:26])[CH:21]=[N:22][C:16]=2[NH:15][C:14]1=[O:32])[CH3:9] |f:3.4|. Conditions: time 30 minute. The reactants are CC(C)(C)N(C([O-])=O)[C@@H](CC)C(=O)NC=1C=NC(=CC1)OC1=CC(=C(C=C1)C)OC (1,1-dimethylethyl((1S)-1-{[(6-{[4-methyl-3-(methyloxy)phenyl]oxy}-3-pyridinyl)amino]carbonyl}propyl)carbamate), CC(C)(C)N(C([O-])=O)[C@@H](CC)C(=O)NC=1C=NC(=CC1)OC1=CC(=C(C=C1)C)OC (1,1-dimethylethyl((1S)-1-{[(6-{[4-methyl-3-(methyloxy)phenyl]oxy}-3-pyridinyl)amino]carbonyl}propyl)carbamate), C(=O)(C(F)(F)F)O (TFA). Run in ClCCl (dichlorometane). Run at temperature 0 celsius, time 1.5 hour. Yields the product N[C@H](C(=O)NC=1C=NC(=CC1)OC1=CC(=C(C=C1)C)OC)CC ((2S)-2-amino-N-(6-{[4-methyl-3-(methyloxy)phenyl]oxy}-3-pyridinyl)butanamide). Yield: 99.7%. Reaction SMILES: CC([N:5]([C@H:9]([C:12]([NH:14][C:15]1[CH:16]=[N:17][C:18]([O:21][C:22]2[CH:27]=[CH:26][C:25]([CH3:28])=[C:24]([O:29][CH3:30])[CH:23]=2)=[CH:19][CH:20]=1)=[O:13])[CH2:10][CH3:11])C(=O)[O-])(C)C.C(O)(C(F)(F)F)=O>ClCCl>[NH2:5][C@@H:9]([CH2:10][CH3:11])[C:12]([NH:14][C:15]1[CH:16]=[N:17][C:18]([O:21][C:22]2[CH:27]=[CH:26][C:25]([CH3:28])=[C:24]([O:29][CH3:30])[CH:23]=2)=[CH:19][CH:20]=1)=[O:13]. Procedure details: To a solution of 1,1-dimethylethyl((1S)-1-{[(6-{[4-methyl-3-(methyloxy)phenyl]oxy}-3-pyridinyl)amino]carbonyl}propyl)carbamate (Intermediate 66, 70 mg) in dichlorometane (2.5 mL) cooled down to 0° C. TFA (0.779 mL, 10.11 mmol) was added dropwise. The reaction mixture was stirred at 0° C. for 1.5 hours and then evaporated. The residue was diluted with dichloromethane (10 mL) and neutralized with a saturated aqueous solution of NaHCO3 (15 mL). The organic phase was separated, dried over sodium sul... Solvent: C(C)O (ethanol), O (water). The product is COC1=CC(=NC=C1OC)CSC=1NC2=C(N1)C=C1C(=C2)OCO1 (6-[(4,5-Dimethoxy-2-pyridyl)methylthio]-5H-[1,3]-dioxolo[4,5-f]benzimidazole). As a reaction SMILES: [O:1]1[C:13]2[C:4](=[CH:5][C:6]3[NH:10][C:9]([SH:11])=[N:8][C:7]=3[CH:12]=2)[O:3][CH2:2]1.[Cl-].Cl[CH2:16][C:17]1[CH:22]=[C:21]([O:23][CH3:24])[C:20]([O:25][CH3:26])=[CH:19][NH+:18]=1.[OH-].[Na+]>C(O)C.O>[CH3:24][O:23][C:21]1[C:20]([O:25][CH3:26])=[CH:19][N:18]=[C:17]([CH2:16][S:11][C:9]2[NH:10][C:6]3[CH:5]=[C:4]4[O:3][CH2:2][O:1][C:13]4=[CH:12][C:7]=3[N:8]=2)[CH:22]=1 |f:1.2,3.4|. Procedure details: A brownish solid is obtained by the procedure described in Example 13 by reaction of 0.85 g of 5H-[1,3]-dioxolo[4,5-f]-benzimidazole-6-thiol with 0.98 g of 2-chloromethyl-4,5-dimethoxypyridinium chloride in 10 ml of ethanol and 10 ml of water, with the addition of 8.5 ml of 1N sodium hydroxide solution, after a reaction time of 20 hours and after concentration, by removing the solvent in vacuo, to a volume of 10 ml. The crude product is dissolved in 30 ml of methylene chloride, the solution is c... Reactants: O1COC2=CC3=C(N=C(N3)S)C=C21 (5H-[1,3]-dioxolo[4,5-f]-benzimidazole-6-thiol), [Cl-].ClCC1=[NH+]C=C(C(=C1)OC)OC (2-chloromethyl-4,5-dimethoxypyridinium chloride), [OH-].[Na+] (sodium hydroxide). Starting materials: N(=[N+]=[N-])C1=CC(=NC(=N1)N1CCOCC1)OCC(C)(O)C (1-(6-azido-2-morpholin-4-yl-pyrimidin-4-yloxy)-2-methyl-propan-2-ol). Reagents/catalysts: [Pd] (palladium on carbon). Solvent: O1CCCC1 (tetrahydrofuran), CO (methanol). Conditions: time 24 hour. The product is NC1=CC(=NC(=N1)N1CCOCC1)OCC(C)(O)C (1-(6-amino-2-morpholin-4-yl-pyrimidin-4-yloxy)-2-methyl-propan-2-ol). As a reaction SMILES: [N:1]([C:4]1[N:9]=[C:8]([N:10]2[CH2:15][CH2:14][O:13][CH2:12][CH2:11]2)[N:7]=[C:6]([O:16][CH2:17][C:18]([CH3:21])([OH:20])[CH3:19])[CH:5]=1)=[N+]=[N-]>O1CCCC1.CO.[Pd]>[NH2:1][C:4]1[N:9]=[C:8]([N:10]2[CH2:15][CH2:14][O:13][CH2:12][CH2:11]2)[N:7]=[C:6]([O:16][CH2:17][C:18]([CH3:21])([OH:20])[CH3:19])[CH:5]=1. Procedure: 1-(6-azido-2-morpholin-4-yl-pyrimidin-4-yloxy)-2-methyl-propan-2-ol was dissolved in a mixture of tetrahydrofuran (200 mL) and methanol (20 mL). To the solution was added 10% palladium on carbon (2 g) and the reaction was stirred under an atmosphere of hydrogen for 24 hours. The reaction was then filtered through celite and evaporated to give 1-(6-amino-2-morpholin-4-yl-pyrimidin-4-yloxy)-2-methyl-propan-2-ol (2.0 g).